From a dataset of the Open Reaction Database (ORD), a public repository of structured organic reaction records. describe an organic reaction: reactants, conditions, products, and yield Reactants: CNC, CC(C)O, [Cl-], COc1cc(Cl)c(-n2c(=O)[nH]c3c(OC)nc(CCl)nc32)cc1OCc1c(OC)ccc(F)c1F, [I-], [NH4+], [Na+]. The product is COc1cc(Cl)c(-n2c(=O)[nH]c3c(OC)nc(CN(C)C)nc32)cc1OCc1c(OC)ccc(F)c1F. As a reaction SMILES: [CH3:36][NH:37][CH3:38].[CH3:43][CH:44]([OH:45])[CH3:46].[Cl-:41].[Cl:1][c:2]1[c:3](-[n:22]2[c:23]3[n:24][c:25]([CH2:34][Cl:35])[n:26][c:27]([O:32][CH3:33])[c:28]3[nH:29][c:30]2=[O:31])[cH:4][c:5]([O:10][CH2:11][c:12]2[c:13]([F:21])[c:14]([F:20])[cH:15][cH:16][c:17]2[O:18][CH3:19])[c:6]([O:8][CH3:9])[cH:7]1.[I-:40].[NH4+:42].[Na+:39]>>[Cl:1][c:2]1[c:3](-[n:22]2[c:23]3[n:24][c:25]([CH2:34][N:37]([CH3:36])[CH3:38])[n:26][c:27]([O:32][CH3:33])[c:28]3[nH:29][c:30]2=[O:31])[cH:4][c:5]([O:10][CH2:11][c:12]2[c:13]([F:21])[c:14]([F:20])[cH:15][cH:16][c:17]2[O:18][CH3:19])[c:6]([O:8][CH3:9])[cH:7]1. The reactants are [Al+3], [H-], [H-], [H-], [H-], [Li+], N#N, C1CCOC1, COC(=O)c1cccc2[nH]ccc12. RXN SMILES: [Al+3:15].[H-:14].[H-:17].[H-:18].[H-:19].[Li+:16].[N:20]#[N:21].[O:22]1[CH2:23][CH2:24][CH2:25][CH2:26]1.[nH:1]1[cH:2][cH:3][c:4]2[c:5]([C:10](=[O:11])[O:12][CH3:13])[cH:6][cH:7][cH:8][c:9]12>>[nH:1]1[cH:2][cH:3][c:4]2[c:5]([CH2:10][OH:11])[cH:6][cH:7][cH:8][c:9]12. The product is OCc1cccc2[nH]ccc12. Reactants: Cc1ccc(N)cc1OC1CCN(C)CC1, ClCCl, O=C(Cl)c1ccc(F)cc1, c1ccncc1. Product: Cc1ccc(NC(=O)c2ccc(F)cc2)cc1OC1CCN(C)CC1. Reaction SMILES: [CH3:11][c:12]1[c:13]([O:19][CH:20]2[CH2:21][CH2:22][N:23]([CH3:26])[CH2:24][CH2:25]2)[cH:14][c:15]([NH2:18])[cH:16][cH:17]1.[Cl:33][CH2:34][Cl:35].[F:1][c:2]1[cH:3][cH:4][c:5]([C:6](=[O:7])[Cl:8])[cH:9][cH:10]1.[cH:27]1[cH:28][cH:29][n:30][cH:31][cH:32]1>>[F:1][c:2]1[cH:3][cH:4][c:5]([C:6](=[O:7])[NH:18][c:15]2[cH:14][c:13]([O:19][CH:20]3[CH2:21][CH2:22][N:23]([CH3:26])[CH2:24][CH2:25]3)[c:12]([CH3:11])[cH:17][cH:16]2)[cH:9][cH:10]1.